This data is from the Open Reaction Database (ORD), a public repository of structured organic reaction records. The task is: describe an organic reaction: reactants, conditions, products, and yield Reactants: C(#N)C1=NC=CC=C1 (2-cyanopyridine), FC1=CC=C(N)C=C1 (4-fluoroaniline). Product: FC1=CC=C(C=C1)NC(=N)C1=NC=CC=C1 (N-(4-Fluorophenyl)pyridine-2-carboximidamide), 10. The yield is 56.8%. As a reaction SMILES: [C:1]([C:3]1[CH:8]=[CH:7][CH:6]=[CH:5][N:4]=1)#[N:2].[F:9][C:10]1[CH:16]=[CH:15][C:13]([NH2:14])=[CH:12][CH:11]=1>>[F:9][C:10]1[CH:16]=[CH:15][C:13]([NH:14][C:1]([C:3]2[CH:8]=[CH:7][CH:6]=[CH:5][N:4]=2)=[NH:2])=[CH:12][CH:11]=1. Procedure details: The title compound was prepared from 2-cyanopyridine (0.94 g, 9 mmol) and 4-fluoroaniline (1 g, 9 mmol) by following the procedure described in preparation 10 (1.1 g, yield 56.81%). 1H-NMR (CDCl3):δ 6.98-7.09 (m, 2H), 7.26 (s, 2H), 7.39-7.42 (d, 1H), 7.82-7.84 (m, 1H), 8.38-8.4 (d, 1H), 8.57-8.58 (s, 1H). MS m/z: 216.3 (M+). Reactants: N1C=NC=C1 (imidazole), [Si](C)(C)(C(C)(C)C)Cl (tert-butyldimethylsilyl chloride), N1=CC(=CC=C1)CC[C@H](CO)O ((2R)-4-(3-pyridyl)-1,2-butanediol), C1(=CC=C(C=C1)S(=O)(=O)Cl)C (para-toluenesulfonyl chloride). Solvent: CN(C=O)C (dimethylformamide), N1=CC=CC=C1 (pyridine), ClCCl (dichloromethane). The product is C1(=CC=C(C=C1)S(=O)(=O)OC[C@@H](CCC=1C=NC=CC1)O[Si](C)(C)C(C)(C)C)C ((2R)-2-(tert-Butyldimethylsilyloxy)-4-(3-pyridyl)-1-butyl para-toluenesulfonate). The yield is 66.8%. As a reaction SMILES: [N:1]1[CH:6]=[CH:5][CH:4]=[C:3]([CH2:7][CH2:8][C@@H:9]([OH:12])[CH2:10][OH:11])[CH:2]=1.[C:13]1([CH3:23])[CH:18]=[CH:17][C:16]([S:19](Cl)(=[O:21])=[O:20])=[CH:15][CH:14]=1.N1C=CN=C1.[Si:29](Cl)([C:32]([CH3:35])([CH3:34])[CH3:33])([CH3:31])[CH3:30]>N1C=CC=CC=1.ClCCl.CN(C)C=O>[C:13]1([CH3:23])[CH:18]=[CH:17][C:16]([S:19]([O:11][CH2:10][C@H:9]([O:12][Si:29]([C:32]([CH3:35])([CH3:34])[CH3:33])([CH3:31])[CH3:30])[CH2:8][CH2:7][C:3]2[CH:2]=[N:1][CH:6]=[CH:5][CH:4]=2)(=[O:21])=[O:20])=[CH:15][CH:14]=1. Reported procedure: Prepared according to the method described in Example 26d) from (2R)-4-(3-pyridyl)-1,2-butanediol (5 g) and para-toluenesulfonyl chloride (8.60 g) in pyridine (30 ml) and dichloromethane (30 ml). The resulting adduct was treated with imidazole (3.4 g) and tert-butyldimethylsilyl chloride (5.25 g) in dimethylformamide (20 ml) to give the sub-title compound as an oil (8.7 g). Reactants: Oc1cnc(N(Cc2cc(C(F)(F)F)cc(C(F)(F)F)c2)Cc2cc(C(F)(F)F)ccc2OCc2ccccc2)nc1, CSCCO, CCOC(C)=O, CCOC(=O)N=NC(=O)OCC, C1CCOC1, O, c1ccc(P(c2ccccc2)c2ccccc2)cc1, Cc1ccccc1. The product is CSCCOc1cnc(N(Cc2cc(C(F)(F)F)cc(C(F)(F)F)c2)Cc2cc(C(F)(F)F)ccc2OCc2ccccc2)nc1. As a reaction SMILES: [CH2:1]([c:2]1[cH:3][cH:4][cH:5][cH:6][cH:7]1)[O:8][c:9]1[c:10]([CH2:11][N:12]([c:13]2[n:14][cH:15][c:16]([OH:19])[cH:17][n:18]2)[CH2:20][c:21]2[cH:22][c:23]([C:31]([F:32])([F:33])[F:34])[cH:24][c:25]([C:27]([F:28])([F:29])[F:30])[cH:26]2)[cH:35][c:36]([C:39]([F:40])([F:41])[F:42])[cH:37][cH:38]1.[CH3:43][S:44][CH2:45][CH2:46][OH:47].[CH3:91][CH2:92][O:93][C:94](=[O:95])[CH3:96].[N:74]([C:75]([O:76][CH2:77][CH3:78])=[O:79])=[N:80][C:81]([O:82][CH2:83][CH3:84])=[O:85].[O:86]1[CH2:87][CH2:88][CH2:89][CH2:90]1.[OH2:97].[c:48]1([P:49]([c:50]2[cH:51][cH:52][cH:53][cH:54][cH:55]2)[c:56]2[cH:57][cH:58][cH:59][cH:60][cH:61]2)[cH:62][cH:63][cH:64][cH:65][cH:66]1.[c:67]1([CH3:68])[cH:69][cH:70][cH:71][cH:72][cH:73]1>>[CH2:1]([c:2]1[cH:3][cH:4][cH:5][cH:6][cH:7]1)[O:8][c:9]1[c:10]([CH2:11][N:12]([c:13]2[n:14][cH:15][c:16]([O:19][CH2:46][CH2:45][S:44][CH3:43])[cH:17][n:18]2)[CH2:20][c:21]2[cH:22][c:23]([C:31]([F:32])([F:33])[F:34])[cH:24][c:25]([C:27]([F:28])([F:29])[F:30])[cH:26]2)[cH:35][c:36]([C:39]([F:40])([F:41])[F:42])[cH:37][cH:38]1. Starting materials: C(C)(=O)C=1C=C(C(=C(C1C1=CC(=CC=C1)F)C#N)C)Cl (6-acetyl-4-chloro-3′-fluoro-3-methylbiphenyl-2-carbonitrile), N(=[N+]=[N-])[Si](C)(C)C (azidotrimethylsilane), C(CCC)[Sn](=O)CCCC (dibutyloxostannane). Run in C1(=CC=CC=C1)C (toluene). Yields the product ClC1=CC(=C(C(=C1C)C1=NN=NN1)C1=CC(=CC=C1)F)C(C)=O (1-[4-Chloro-3′-fluoro-5-methyl-6-(1H-tetrazol-5-yl)biphenyl-2-yl]ethanone). Yield: 85.7%. RXN SMILES: [C:1]([C:4]1[CH:5]=[C:6]([Cl:20])[C:7]([CH3:19])=[C:8]([C:17]#[N:18])[C:9]=1[C:10]1[CH:15]=[CH:14][CH:13]=[C:12]([F:16])[CH:11]=1)(=[O:3])[CH3:2].[N:21]([Si](C)(C)C)=[N+:22]=[N-:23].C([Sn](CCCC)=O)CCC>C1(C)C=CC=CC=1>[Cl:20][C:6]1[C:7]([CH3:19])=[C:8]([C:17]2[NH:23][N:22]=[N:21][N:18]=2)[C:9]([C:10]2[CH:15]=[CH:14][CH:13]=[C:12]([F:16])[CH:11]=2)=[C:4]([C:1](=[O:3])[CH3:2])[CH:5]=1. Procedure: A mixture of 6-acetyl-4-chloro-3′-fluoro-3-methylbiphenyl-2-carbonitrile (100 mg, 0.3 mmol), azidotrimethylsilane (0.092 mL, 0.69 mmol), and dibutyloxostannane (13 mg, 0.052 mmol) in toluene (2.9 mL) was heated at reflux overnight. The mixture was evaporated to dryness and purified on silica gel, eluting with 0 to 50% ethyl acetate in hexane, to give the desired product (85 mg, 70%). LCMS calculated for C16H13ClFN4O (M+H)+: m/z=331.1. found: 331.0. Starting materials: CC=1NC2=CC=C(C(=C2C1)C(F)(F)F)C#N (2-methyl-4-(trifluoromethyl)-1H-indole-5-carbonitrile), BrCC1=CN=C(O1)C1=CC(=CC=C1)C(F)(F)F (5-(bromomethyl)-2-[3-(trifluoromethyl)phenyl]-1,3-oxazole). Yields the product CC=1N(C2=CC=C(C(=C2C1)C(F)(F)F)C#N)CC1=CN=C(O1)C1=CC(=CC=C1)C(F)(F)F (2-Methyl-4-(trifluoromethyl)-1-({2-[3-(trifluoromethyl)phenyl]-1,3-oxazol-5-yl}methyl)-1H-indole-5-carbonitrile). As a reaction SMILES: [CH3:1][C:2]1[NH:3][C:4]2[C:9]([CH:10]=1)=[C:8]([C:11]([F:14])([F:13])[F:12])[C:7]([C:15]#[N:16])=[CH:6][CH:5]=2.Br[CH2:18][C:19]1[O:23][C:22]([C:24]2[CH:29]=[CH:28][CH:27]=[C:26]([C:30]([F:33])([F:32])[F:31])[CH:25]=2)=[N:21][CH:20]=1>>[CH3:1][C:2]1[N:3]([CH2:18][C:19]2[O:23][C:22]([C:24]3[CH:29]=[CH:28][CH:27]=[C:26]([C:30]([F:33])([F:31])[F:32])[CH:25]=3)=[N:21][CH:20]=2)[C:4]2[C:9]([CH:10]=1)=[C:8]([C:11]([F:12])([F:14])[F:13])[C:7]([C:15]#[N:16])=[CH:6][CH:5]=2. Procedure: Synthesized as described in Example 4 using 2-methyl-4-(trifluoromethyl)-1H-indole-5-carbonitrile (Example 120) and 5-(bromomethyl)-2-[3-(trifluoromethyl)phenyl]-1,3-oxazole (Example 370C): 1H NMR (400 MHz, CDCl3) δ 8.19 (s, 1H), 8.07 (d, J=7.8 Hz, 1H), 7.70 (d, J=7.8 Hz, 1H), 7.59 (m, 3H), 7.04 (s, 1H), 6.65 (s, 1H), 5.42 (s, 2H), 2.62 (s, 3H); MS (ES) m/z 450 (M+1). Starting materials: B, C1CCOC1, N#CC1(O)CCN(Cc2ccccc2)CC1. Product: NCC1(O)CCN(Cc2ccccc2)CC1. Reaction SMILES: [BH3:17].[CH2:18]1[O:19][CH2:20][CH2:21][CH2:22]1.[CH2:1]([c:2]1[cH:3][cH:4][cH:5][cH:6][cH:7]1)[N:8]1[CH2:9][CH2:10][C:11]([C:14]#[N:15])([OH:16])[CH2:12][CH2:13]1>>[CH2:1]([c:2]1[cH:3][cH:4][cH:5][cH:6][cH:7]1)[N:8]1[CH2:9][CH2:10][C:11]([CH2:14][NH2:15])([OH:16])[CH2:12][CH2:13]1.